From a dataset of the Open Reaction Database (ORD), a public repository of structured organic reaction records. describe an organic reaction: reactants, conditions, products, and yield Reactants: ClC=1C=C(C(=O)O)C=CC1N(C(=O)C1=CC2=C(C3=C(OCC2)C=CC=C3)S1)CCO (3-chloro-4-(N-(2-hydroxyethyl)-4,5-dihydrobenzo[b]thieno[2,3-d]oxepine-2-carboxamido)benzoic acid), NC1=NNC(=C1)C (3-amino-5-methylpyrazole). Product: NC1=NN(C(=C1)C)C(=O)C1=CC(=C(C=C1)N(C(=O)C1=CC2=C(C3=C(OCC2)C=CC=C3)S1)CCO)Cl (N-(4-(3-amino-5-methyl-1H-pyrazole-1-carbonyl)-2-chlorophenyl)-N-(2-hydroxyethyl)-4,5-dihydrobenzo[b]thieno[2,3-d]oxepine-2-carboxamide). Isolated yield 25.0%. As a reaction SMILES: [Cl:1][C:2]1[CH:3]=[C:4]([CH:8]=[CH:9][C:10]=1[N:11]([CH2:28][CH2:29][OH:30])[C:12]([C:14]1[S:27][C:17]2[C:18]3[CH:26]=[CH:25][CH:24]=[CH:23][C:19]=3[O:20][CH2:21][CH2:22][C:16]=2[CH:15]=1)=[O:13])[C:5](O)=[O:6].[NH2:31][C:32]1[CH:36]=[C:35]([CH3:37])[NH:34][N:33]=1>>[NH2:31][C:32]1[CH:36]=[C:35]([CH3:37])[N:34]([C:5]([C:4]2[CH:8]=[CH:9][C:10]([N:11]([CH2:28][CH2:29][OH:30])[C:12]([C:14]3[S:27][C:17]4[C:18]5[CH:26]=[CH:25][CH:24]=[CH:23][C:19]=5[O:20][CH2:21][CH2:22][C:16]=4[CH:15]=3)=[O:13])=[C:2]([Cl:1])[CH:3]=2)=[O:6])[N:33]=1. Procedure details: Following Example 91, 3-chloro-4-(N-(2-hydroxyethyl)-4,5-dihydrobenzo[b]thieno[2,3-d]oxepine-2-carboxamido)benzoic acid and 3-amino-5-methylpyrazole were reacted to give 116. Yield 25% of theoretical. MS: (ESI+) 523.1 Reactants: CC(C)(C)n1nc(CCC=O)cc1-c1ccc(Cl)cc1, CCN(C(C)C)C(C)C, Fc1ccc(C(c2ccc(F)cc2)N2CCNCC2)cc1. The product is CC(C)(C)n1nc(CCCN2CCN(C(c3ccc(F)cc3)c3ccc(F)cc3)CC2)cc1-c1ccc(Cl)cc1. Reaction SMILES: [C:1]([CH3:2])([CH3:3])([CH3:4])[n:5]1[n:6][c:7]([CH2:17][CH2:18][CH:19]=[O:20])[cH:8][c:9]1-[c:10]1[cH:11][cH:12][c:13]([Cl:16])[cH:14][cH:15]1.[CH:42]([N:43]([CH2:44][CH3:45])[CH:46]([CH3:47])[CH3:48])([CH3:49])[CH3:50].[F:21][c:22]1[cH:23][cH:24][c:25]([CH:28]([N:29]2[CH2:30][CH2:31][NH:32][CH2:33][CH2:34]2)[c:35]2[cH:36][cH:37][c:38]([F:41])[cH:39][cH:40]2)[cH:26][cH:27]1>>[C:1]([CH3:2])([CH3:3])([CH3:4])[n:5]1[n:6][c:7]([CH2:17][CH2:18][CH2:19][N:32]2[CH2:31][CH2:30][N:29]([CH:28]([c:25]3[cH:24][cH:23][c:22]([F:21])[cH:27][cH:26]3)[c:35]3[cH:36][cH:37][c:38]([F:41])[cH:39][cH:40]3)[CH2:34][CH2:33]2)[cH:8][c:9]1-[c:10]1[cH:11][cH:12][c:13]([Cl:16])[cH:14][cH:15]1. Starting materials: N#Cc1cc(Br)c(O)c([N+](=O)[O-])c1, CO, Cl[Fe](Cl)Cl, NN. Product: N#Cc1cc(N)c(O)c(Br)c1. As a reaction SMILES: [Br:1][c:2]1[cH:3][c:4]([C:5]#[N:6])[cH:7][c:8]([N+:11]([O-:12])=[O:13])[c:9]1[OH:10].[CH3:16][OH:17].[Cl:18][Fe:19]([Cl:20])[Cl:21].[NH2:14][NH2:15]>>[Br:1][c:2]1[cH:3][c:4]([C:5]#[N:6])[cH:7][c:8]([NH2:11])[c:9]1[OH:10].